Dataset: the Open Reaction Database (ORD), a public repository of structured organic reaction records. Task: describe an organic reaction: reactants, conditions, products, and yield Procedure details: In yet a further method, N-benzyl-3-[4-[2-(cyclopropylmethoxy)ethyl]phenoxy]-2-hydroxypropylamine was formed in the following manner. D,L-Glyceraldehyde (5.0 g) was added to benzylamine (18.19 g) in methanol (90 ml) and the mixture was hydrogenated at 344 kPa (50 p.s.i.) over 5% palladium on carbon (1.0 g) for 31/2 hours. The mixture was filtered, evaporated under reduced pressure and subjected to column chromatography on silica (eluant dichloromethane:methanol saturated with ammonia 9:1) to giv... Product: C(C1=CC=CC=C1)NCC(CO)O (3-benzylamino-1,2-propanediol). Reactants: C(C(C=O)O)O (D,L-Glyceraldehyde), C(C1=CC=CC=C1)N (benzylamine). Run in CO (methanol). The reagents and catalysts are [Pd] (palladium on carbon). Yield: 53.7%. Reaction SMILES: [CH2:1](O)[CH:2]([OH:5])[CH:3]=[O:4].[CH2:7]([NH2:14])[C:8]1[CH:13]=[CH:12][CH:11]=[CH:10][CH:9]=1>CO.[Pd]>[CH2:7]([NH:14][CH2:1][CH:2]([OH:5])[CH2:3][OH:4])[C:8]1[CH:13]=[CH:12][CH:11]=[CH:10][CH:9]=1. Reactants: O1C=C(C=C1)C=1SC=2CC3=C(C2C1)N(N=C3C3=CC=C(C=C3)OC)COCC[Si](C)(C)C (2-Furan-3-yl-6-(4-methoxy-phenyl)-4-(2-trimethylsilanyl-ethoxymethyl)-4,7-dihydro-1-thia-4,5-diaza-cyclopenta[a]pentalene), Cl (HCl). Solvent: CO (MeOH). Reaction conditions: temperature 100 celsius. Yields the product O1C=C(C=C1)C=1SC=2CC3=C(C2C1)NN=C3C3=CC=C(C=C3)OC (2-Furan-3-yl-6-(4-methoxy-phenyl)-4,7-dihydro-1-thia-4,5-diaza-cyclopenta[a]pentalene). Yield: 70.2%. RXN SMILES: [O:1]1[CH:5]=[CH:4][C:3]([C:6]2[S:7][C:8]3[CH2:9][C:10]4[C:16]([C:17]5[CH:22]=[CH:21][C:20]([O:23][CH3:24])=[CH:19][CH:18]=5)=[N:15][N:14](COCC[Si](C)(C)C)[C:11]=4[C:12]=3[CH:13]=2)=[CH:2]1.Cl>CO>[O:1]1[CH:5]=[CH:4][C:3]([C:6]2[S:7][C:8]3[CH2:9][C:10]4[C:16]([C:17]5[CH:22]=[CH:21][C:20]([O:23][CH3:24])=[CH:19][CH:18]=5)=[N:15][NH:14][C:11]=4[C:12]=3[CH:13]=2)=[CH:2]1. Procedure: 2-Furan-3-yl-6-(4-methoxy-phenyl)-4-(2-trimethylsilanyl-ethoxymethyl)-4,7-dihydro-1-thia-4,5-diaza-cyclopenta[a]pentalene (0.3 g, 0.57 mmol) was dissolved in MeOH and treated with concentrated HCl (0.17 mL, 5.7 mmol). The reaction mixture was heated at 100° C. for 4 hr. The solution was cooled to room temperature and the resultant precipitate was filtered, washed with MeOH and concentrated under reduced pressure to provide the corresponding 2-Furan-3-yl-6-(4-methoxy-phenyl)-4,7-dihydro-1-thia-4,... Reactants: FC1=CC=C(C=C1)[N+](=O)[O-] (1-Fluoro-4-nitrobenzene), C[C@H]1N[C@H](CNC1)C ((2R,6S)-2,6-dimethylpiperazine). Solvent: C(C)#N (acetonitrile). Yields the product C[C@@H]1CN(C[C@@H](N1)C)C1=CC=C(C=C1)[N+](=O)[O-] ((3R,5S)-3,5-Dimethyl-1-(4-nitrophenyl)piperazine). Reaction SMILES: F[C:2]1[CH:7]=[CH:6][C:5]([N+:8]([O-:10])=[O:9])=[CH:4][CH:3]=1.[CH3:11][C@@H:12]1[CH2:17][NH:16][CH2:15][C@H:14]([CH3:18])[NH:13]1>C(#N)C>[CH3:11][C@H:12]1[NH:13][C@@H:14]([CH3:18])[CH2:15][N:16]([C:2]2[CH:7]=[CH:6][C:5]([N+:8]([O-:10])=[O:9])=[CH:4][CH:3]=2)[CH2:17]1. Procedure: 1-Fluoro-4-nitrobenzene (10 g, 70.87 mmol) and (2R,6S)-2,6-dimethylpiperazine (17 g, 148.83 mmol) were heated in acetonitrile (25 ml) at 70° C. for 2 h. The solution was concentrated in vacuo, then the residue was partitioned between DCM and water+sat. sodium hydrogen carbonate. The organic extract was washed with water (4 times), brine, dried and concentrated to give the title compound as a yellow solid which was dried in vac oven overnight at 50° C. (16.13 g, 97%). NMR (400 MHz) 1.04 (d, 6H), ...